From a dataset of the Open Reaction Database (ORD), a public repository of structured organic reaction records. describe an organic reaction: reactants, conditions, products, and yield The reactants are S1C(=CC=C1)C(=O)C1=CC(=C(C(=C1)[N+](=O)[O-])OC)OC (3,4-dimethoxy-5-nitrophenyl 2-thienyl ketone). The solvent is Br (hydrobromic acid), C(C)(=O)O (acetic acid), Br (hydrobromic acid). Yields the product S1C(=CC=C1)C(=O)C1=CC(=C(C(=C1)[N+](=O)[O-])O)O (3,4-dihydroxy-5-nitrophenyl 2-thienyl ketone). As a reaction SMILES: [S:1]1[CH:5]=[CH:4][CH:3]=[C:2]1[C:6]([C:8]1[CH:13]=[C:12]([N+:14]([O-:16])=[O:15])[C:11]([O:17]C)=[C:10]([O:19]C)[CH:9]=1)=[O:7]>Br.C(O)(=O)C>[S:1]1[CH:5]=[CH:4][CH:3]=[C:2]1[C:6]([C:8]1[CH:13]=[C:12]([N+:14]([O-:16])=[O:15])[C:11]([OH:17])=[C:10]([OH:19])[CH:9]=1)=[O:7]. Reported procedure: 2 g of 3,4-dimethoxy-5-nitrophenyl 2-thienyl ketone are stirred at 100° for 8 hours in a mixture of 20 ml of 30-33 percent hydrobromic acid in glacial acetic acid and 20 ml of 48 percent aqueous hydrobromic acid. The reaction mixture is subsequently evaporated to dryness. The residue is taken up in ethyl acetate, washed with water, dried over sodium sulfate and filtered, and the filtrate is evaporated. After recrystallization from ethyl acetate/hexane there is obtained 3,4-dihydroxy-5-nitropheny... The reactants are COc1ccc(S(=O)(=O)N(Cc2ccc(OC3CCCCO3)cc2)c2ccc(C=CC(=O)N3CCOCC3)cc2)cc1, CO, Cl. Yields the product COc1ccc(S(=O)(=O)N(Cc2ccc(O)cc2)c2ccc(C=CC(=O)N3CCOCC3)cc2)cc1. RXN SMILES: [CH3:1][O:2][c:3]1[cH:4][cH:5][c:6]([S:9](=[O:10])(=[O:11])[N:12]([CH2:13][c:14]2[cH:15][cH:16][c:17]([O:20][CH:21]3[CH2:22][CH2:23][CH2:24][CH2:25][O:26]3)[cH:18][cH:19]2)[c:27]2[cH:28][cH:29][c:30]([CH:33]=[CH:34][C:35](=[O:36])[N:37]3[CH2:38][CH2:39][O:40][CH2:41][CH2:42]3)[cH:31][cH:32]2)[cH:7][cH:8]1.[CH3:44][OH:45].[ClH:43]>>[CH3:1][O:2][c:3]1[cH:4][cH:5][c:6]([S:9](=[O:10])(=[O:11])[N:12]([CH2:13][c:14]2[cH:15][cH:16][c:17]([OH:20])[cH:18][cH:19]2)[c:27]2[cH:28][cH:29][c:30]([CH:33]=[CH:34][C:35](=[O:36])[N:37]3[CH2:38][CH2:39][O:40][CH2:41][CH2:42]3)[cH:31][cH:32]2)[cH:7][cH:8]1.